From a dataset of the Open Reaction Database (ORD), a public repository of structured organic reaction records. describe an organic reaction: reactants, conditions, products, and yield Reactants: C(CC)NC1=C2NC=NC2=NC=N1 (6-n-propylaminopurine), C([O-])([O-])=O.[K+].[K+] (potassium carbonate), ClC1=C(CCl)C(=CC=C1)F (2-chloro-6-fluorobenzyl chloride). Run in CN(C(C)=O)C (N,N-dimethylacetamide). Yields the product ClC1=C(CN2C3=NC=NC(=C3N=C2)NCCC)C(=CC=C1)F (9-(2-chloro-6-fluorobenzyl)-6-n-propylaminopurine). The yield is 59.2%. As a reaction SMILES: [CH2:1]([NH:4][C:5]1[N:13]=[CH:12][N:11]=[C:10]2[C:6]=1[NH:7][CH:8]=[N:9]2)[CH2:2][CH3:3].C(=O)([O-])[O-].[K+].[K+].[Cl:20][C:21]1[CH:28]=[CH:27][CH:26]=[C:25]([F:29])[C:22]=1[CH2:23]Cl>CN(C)C(=O)C>[Cl:20][C:21]1[CH:28]=[CH:27][CH:26]=[C:25]([F:29])[C:22]=1[CH2:23][N:9]1[CH:8]=[N:7][C:6]2[C:10]1=[N:11][CH:12]=[N:13][C:5]=2[NH:4][CH2:1][CH2:2][CH3:3] |f:1.2.3|. Procedure: In a procedure analogous to that of Example 9, by using 1.77 g of 6-n-propylaminopurine, 1.38 g of potassium carbonate, 50 ml of N,N-dimethylacetamide and 3.58 g of 2-chloro-6-fluorobenzyl chloride, there was obtained 1.89 g of 9-(2-chloro-6-fluorobenzyl)-6-n-propylaminopurine as colorless needles (yield: 59%), m.p. 166°-167° C. The reactants are CC(C(=O)O)(CC)C (2,2-dimethylbutanoic acid), NC(C#N)C (2-aminopropionitrile), ice water, ClC(=O)OCC (ethyl chloroformate), [N-]=[N+]=[N-].[Na+] (sodium azide). Solvent: CC(=O)C (acetone), C(C)N(CC)CC (triethylamine), O (water). Reaction conditions: time 15 minute. Yields the product C(#N)C(C)NC(=O)NC(CC)(C)C (N-(1-cyanoethyl)-N'-(1,1-dimethylpropyl)urea). As a reaction SMILES: [CH3:1][C:2]([CH3:8])([CH2:6][CH3:7])C(O)=O.ClC([O:12][CH2:13]C)=O.[N-:15]=[N+]=[N-].[Na+].[NH2:19][CH:20]([CH3:23])[C:21]#[N:22]>O.C(N(CC)CC)C.CC(C)=O>[C:21]([CH:20]([NH:19][C:13]([NH:15][C:2]([CH3:1])([CH3:8])[CH2:6][CH3:7])=[O:12])[CH3:23])#[N:22] |f:2.3|. Reported procedure: To a stirring solution of 23.5 g (0.2 mole) 2,2-dimethylbutanoic acid in 150 ml. acetone, there is added 30 ml. triethylamine. The temperature is lowered to 0°, and 21.1 ml. (0.22 mol) ethyl chloroformate are added over one-half hour, keeping the temperature at 0°. At the end of the addition, the mixture is stirred for 15 minutes, keeping the temperature at 0°. At the end of this period, a solution of 26.0 g. (0.4 mole) sodium azide in 75 ml. of water is added over one-half hour, keeping the tem...